This data is from the Open Reaction Database (ORD), a public repository of structured organic reaction records. The task is: describe an organic reaction: reactants, conditions, products, and yield Starting materials: ClC=1C=C(C=CC1OC(C)C)C1=NC(=NO1)C1=CC=CC=2CCN(CCC21)CCC(=O)OC(C)(C)C (1,1-Dimethylethyl 3-[6-(5-{3-chloro-4-[(1-methylethyl)oxy]phenyl}-1,2,4-oxadiazol-3-yl)-1,2,4,5-tetrahydro-3H-3-benzazepin-3-yl]propanoate). The solvent is Cl (HCl), O1CCOCC1 (1,4-dioxane). Yields the product Cl.ClC=1C=C(C=CC1OC(C)C)C1=NC(=NO1)C1=CC=CC=2CCN(CCC21)CCC(=O)O (3-[6-(5-{3-chloro-4-[(1-methylethyl)oxy]phenyl}-1,2,4-oxadiazol-3-yl)-1,2,4,5-tetrahydro-3H-3-benzazepin-3-yl]propanoic acid hydrochloride). The yield is 106.1%. Reaction SMILES: [Cl:1][C:2]1[CH:3]=[C:4]([C:12]2[O:16][N:15]=[C:14]([C:17]3[C:27]4[CH2:26][CH2:25][N:24]([CH2:28][CH2:29][C:30]([O:32]C(C)(C)C)=[O:31])[CH2:23][CH2:22][C:21]=4[CH:20]=[CH:19][CH:18]=3)[N:13]=2)[CH:5]=[CH:6][C:7]=1[O:8][CH:9]([CH3:11])[CH3:10]>Cl.O1CCOCC1>[ClH:1].[Cl:1][C:2]1[CH:3]=[C:4]([C:12]2[O:16][N:15]=[C:14]([C:17]3[C:27]4[CH2:26][CH2:25][N:24]([CH2:28][CH2:29][C:30]([OH:32])=[O:31])[CH2:23][CH2:22][C:21]=4[CH:20]=[CH:19][CH:18]=3)[N:13]=2)[CH:5]=[CH:6][C:7]=1[O:8][CH:9]([CH3:11])[CH3:10] |f:3.4|. Procedure details: 1,1-Dimethylethyl 3-[6-(5-{3-chloro-4-[(1-methylethyl)oxy]phenyl}-1,2,4-oxadiazol-3-yl)-1,2,4,5-tetrahydro-3H-3-benzazepin-3-yl]propanoate (Preparation 18) (25 mg, 0.049 mmol) was stirred at room temperature for 18 hours in 4M HCl in 1,4-dioxane (10 ml). Evaporation and trituration with diethylether yielded the title compound 3-[6-(5-{3-chloro-4-[(1-methylethyl)oxy]phenyl}-1,2,4-oxadiazol-3-yl)-1,2,4,5-tetrahydro-3H-3-benzazepin-3-yl]propanoic acid hydrochloride (13 mg, 0.026 mmol, 54.1% yield) ... Starting materials: ClC1=NC(=NC(=N1)NCCCCC1CC(N(C(C1)(C)C)OCCCCCCCC)(C)C)NCCCCCCNC1=NC(=NC(=N1)Cl)NCCCCC1CC(N(C(C1)(C)C)OCCCCCCCC)(C)C (N,N'-bis{2-chloro-4-[N-(1-octyloxy-2,2,6,6-tetramethylpiperidin-4-yl)butylamino]-1,3,5-triazin-6-yl}-1,6-hexanediamine), C(O)CN (ethanolamine). Product: OCCNC1=NC(=NC(=N1)NCCCCC1CC(N(C(C1)(C)C)OCCCCCCCC)(C)C)NCCCCCCNC1=NC(=NC(=N1)NCCO)NCCCCC1CC(N(C(C1)(C)C)OCCCCCCCC)(C)C (N,N'-Bis{2-[(2-hydroxyethyl)amino]-4-[N-(1-octyloxy-2,2,6,6-tetramethylpiperidin-4-yl)butylamino]-1,3,5-triazin-6-yl}-1,6-hexanediamine). RXN SMILES: Cl[C:2]1[N:7]=[C:6]([NH:8][CH2:9][CH2:10][CH2:11][CH2:12][CH:13]2[CH2:18][C:17]([CH3:20])([CH3:19])[N:16]([O:21][CH2:22][CH2:23][CH2:24][CH2:25][CH2:26][CH2:27][CH2:28][CH3:29])[C:15]([CH3:31])([CH3:30])[CH2:14]2)[N:5]=[C:4]([NH:32][CH2:33][CH2:34][CH2:35][CH2:36][CH2:37][CH2:38][NH:39][C:40]2[N:45]=[C:44](Cl)[N:43]=[C:42]([NH:47][CH2:48][CH2:49][CH2:50][CH2:51][CH:52]3[CH2:57][C:56]([CH3:59])([CH3:58])[N:55]([O:60][CH2:61][CH2:62][CH2:63][CH2:64][CH2:65][CH2:66][CH2:67][CH3:68])[C:54]([CH3:70])([CH3:69])[CH2:53]3)[N:41]=2)[N:3]=1.[CH2:71]([CH2:73][NH2:74])[OH:72]>>[OH:72][CH2:71][CH2:73][NH:74][C:2]1[N:7]=[C:6]([NH:8][CH2:9][CH2:10][CH2:11][CH2:12][CH:13]2[CH2:18][C:17]([CH3:20])([CH3:19])[N:16]([O:21][CH2:22][CH2:23][CH2:24][CH2:25][CH2:26][CH2:27][CH2:28][CH3:29])[C:15]([CH3:31])([CH3:30])[CH2:14]2)[N:5]=[C:4]([NH:32][CH2:33][CH2:34][CH2:35][CH2:36][CH2:37][CH2:38][NH:39][C:40]2[N:45]=[C:44]([NH:74][CH2:73][CH2:71][OH:72])[N:43]=[C:42]([NH:47][CH2:48][CH2:49][CH2:50][CH2:51][CH:52]3[CH2:57][C:56]([CH3:59])([CH3:58])[N:55]([O:60][CH2:61][CH2:62][CH2:63][CH2:64][CH2:65][CH2:66][CH2:67][CH3:68])[C:54]([CH3:70])([CH3:69])[CH2:53]3)[N:41]=2)[N:3]=1. Procedure: The title compound is prepared from the reaction of N,N'-bis{2-chloro-4-[N-(1-octyloxy-2,2,6,6-tetramethylpiperidin-4-yl)butylamino]-1,3,5-triazin-6-yl}-1,6-hexanediamine and ethanolamine.